From a dataset of the Open Reaction Database (ORD), a public repository of structured organic reaction records. describe an organic reaction: reactants, conditions, products, and yield Reactants: NC1=C(N=C(C2=CC(=C(C=C12)OC)OC)C)OC(N(CC)CC)=O (4-amino-3-(diethylcarbamyloxy)-6,7-dimethoxy-1-methylisoquinoline), C(C)(=O)OC=1N=C(C2=CC(=C(C=C2C1[N+](=O)[O-])OC)OC)C (3-Acetoxy-6,7-dimethoxy-1-methyl-4-nitroisoquinoline), [K+].[Br-] (KBr), N(CH2CH3)2, [N-]=C=O (isocyanate), ( ε4700 ). Solvent: CCO (EtOH), C(Cl)Cl (methylene chloride), C(C)(=O)OCC.C(Cl)(Cl)Cl (ethyl acetate chloroform). Conditions: time 8 hour. The product is C(CCC)NC(=O)N(C(=O)NCCCC)C1=C(N=C(C2=CC(=C(C=C12)OC)OC)C)OC(N(CC)CC)=O (1,5-Dibutyl-3-[3-(diethylcarbamyloxy)-6,7-dimethoxy-1-methylisoquinolin-4-yl]biuret). RXN SMILES: [NH2:1][C:2]1[C:11]2[C:6](=[CH:7][C:8]([O:14][CH3:15])=[C:9]([O:12][CH3:13])[CH:10]=2)[C:5]([CH3:16])=[N:4][C:3]=1[O:17][C:18](=[O:24])[N:19]([CH2:22][CH3:23])[CH2:20][CH3:21].C([O:28][C:29]1[N:30]=[C:31](C)[C:32]2[C:37]([C:38]=1[N+]([O-])=O)=CC(OC)=C(OC)C=2)(=O)C.[N-:47]=[C:48]=[O:49].[K+].[Br-]>C(Cl)Cl.CCO.C(OCC)(=O)C.C(Cl)(Cl)Cl>[CH2:3]([NH:47][C:48]([N:1]([C:2]1[C:11]2[C:6](=[CH:7][C:8]([O:14][CH3:15])=[C:9]([O:12][CH3:13])[CH:10]=2)[C:5]([CH3:16])=[N:4][C:3]=1[O:17][C:18](=[O:24])[N:19]([CH2:22][CH3:23])[CH2:20][CH3:21])[C:29]([NH:30][CH2:31][CH2:32][CH2:37][CH3:38])=[O:28])=[O:49])[CH2:2][CH2:11][CH3:10] |f:3.4,7.8|. Procedure: To a solution of 4-amino-3-(diethylcarbamyloxy)-6,7-dimethoxy-1-methylisoquinoline (410.5 mg, 1.24 mmol) in methylene chloride (20 mL) was added n-butylisocyanate (2, 0.17 mL, 1.49 mmol, 1.2 eq.) and the solution was stirred at room temperature overnight. TLC analysis (40% ethyl acetate/chloroform) revealed the presence of a small amount of unreacted starting material. Therefore, additional isocyanate (0.17 mL, 1.49 mmol, 1.2 eq; total 0.34 mL, 2.98 mmol, 2.4 eq) was added and the mixture was st... The reactants are O=C([O-])[O-], CI, CC(C)=O, [K+], [K+], Oc1c(Cc2ccccc2)ccc2ccccc12. The product is COc1c(Cc2ccccc2)ccc2ccccc12. Reaction SMILES: [C:21](=[O:22])([O-:23])[O-:24].[CH3:19][I:20].[CH3:27][C:28](=[O:29])[CH3:30].[K+:25].[K+:26].[c:1]1([CH2:7][c:8]2[c:9]([OH:18])[c:10]3[cH:11][cH:12][cH:13][cH:14][c:15]3[cH:16][cH:17]2)[cH:2][cH:3][cH:4][cH:5][cH:6]1>>[c:1]1([CH2:7][c:8]2[c:9]([O:18][CH3:21])[c:10]3[cH:11][cH:12][cH:13][cH:14][c:15]3[cH:16][cH:17]2)[cH:2][cH:3][cH:4][cH:5][cH:6]1. As a reaction SMILES: [ClH:1].C([O:6][C:7](=[O:27])[CH:8]([NH:19]C(OCCCC)=O)[CH2:9][S:10](=[O:18])(=[O:17])[CH2:11][CH2:12][NH:13][C:14](=[NH:16])[CH3:15])(C)(C)C.Cl.O1CCOCC1>O1CCOCC1>[ClH:1].[ClH:1].[NH2:19][CH:8]([CH2:9][S:10](=[O:18])(=[O:17])[CH2:11][CH2:12][NH:13][C:14](=[NH:16])[CH3:15])[C:7]([OH:27])=[O:6] |f:0.1,2.3,5.6.7|. The yield is 159.4%. Procedure: To a solution of 2-(butyloxycarbonylamino)-6-(1-iminoethylamino)-4,4-dioxo-4-thiahexanoic acid tert-butyl ester hydrochloride (300 mg) in dioxane (15 ml) was added 4N HCl/dioxane (10 ml) and the mixture allowed to stand at room temperature for 24 hrs. The reaction mixture was then evaporated to dryness and the semi-solid residue treated with water (2 ml) and evaporated to give a colourless glass. The crude product was purified by flash chromatography on SiO2 using CH3CN:CH3CO2H:H2O (5:2:2) as th... Reaction conditions: time 24 hour. The product is Cl.Cl.NC(C(=O)O)CS(CCNC(C)=N)(=O)=O (2-Amino-6-(1-iminoethylamino)-4,4-dioxo-4-thiahexanoic acid dihydrochloride). Reactants: Cl.C(C)(C)(C)OC(C(CS(CCNC(C)=N)(=O)=O)NC(=O)OCCCC)=O (2-(butyloxycarbonylamino)-6-(1-iminoethylamino)-4,4-dioxo-4-thiahexanoic acid tert-butyl ester hydrochloride), Cl.O1CCOCC1 (HCl dioxane). The solvent is O1CCOCC1 (dioxane). The reactants are CN (methylamine), F[C@@H]1[C@@H]2C=3C=CC(=CC3C[C@H]([C@H]2[C@@H]2CCC([C@@]2(C)C1)=O)CCCCCCI)O (11β-fluoro-3-hydroxy-7α-(6-iodohexyl)-estra-1,3,5(10)-trien-17-one), CN (methylamine). Run in O1CCCC1 (tetrahydrofuran). Run at time 8 hour. Product: F[C@@H]1[C@@H]2C=3C=CC(=CC3C[C@H]([C@H]2[C@@H]2CCC([C@@]2(C)C1)=O)CCCCC(C)NC)O (11β-fluoro-3-hydroxy-7α-[5-(methyl-amino)-hexyl]-estra-1,3,5(10)-trien-17-one). The yield is 98.6%. RXN SMILES: [CH3:1][NH2:2].[F:3][C@H:4]1[CH2:21][C@@:19]2([CH3:20])[C@@H:15]([CH2:16][CH2:17][C:18]2=[O:22])[C@H:14]2[C@H:5]1[C:6]1[CH:7]=[CH:8][C:9]([OH:30])=[CH:10][C:11]=1[CH2:12][C@H:13]2[CH2:23][CH2:24][CH2:25][CH2:26][CH2:27][CH2:28]I>O1CCCC1>[F:3][C@H:4]1[CH2:21][C@@:19]2([CH3:20])[C@@H:15]([CH2:16][CH2:17][C:18]2=[O:22])[C@H:14]2[C@H:5]1[C:6]1[CH:7]=[CH:8][C:9]([OH:30])=[CH:10][C:11]=1[CH2:12][C@H:13]2[CH2:23][CH2:24][CH2:25][CH2:26][CH:27]([NH:2][CH3:1])[CH3:28]. Procedure details: 718 mg of methylamine is condensed in a solution of 960 mg of 11β-fluoro-3-hydroxy-7α-(6-iodohexyl)-estra-1,3,5(10)-trien-17-one in 9 ml of anhydrous tetrahydrofuran at −78° C., and it is stirred overnight at room temperature in a pressurized reactor. After the pressurized reactor was opened at −20° C., it is allowed to come to room temperature to allow excess methylamine to evaporate off. Then, the reaction solution is added to saturated sodium bicarbonate solution, extracted 3 times with ethyl... Product: CC1=C2[C@H](C(=O)[C@@]3([C@H](C[C@@H]4[C@]([C@H]3[C@@H]([C@@](C2(C)C)(C[C@@H]1OC(=O)[C@@H]([C@H](C=5C=CC=CC5)NC(=O)C=6C=CC=CC6)O)O)OC(=O)C=7C=CC=CC7)(CO4)OC(=O)C)O)C)OC(=O)C (paclitaxel), C/C=C(\C)/C(=O)N[C@@H](C=1C=CC=CC1)[C@H](C(=O)O[C@H]2C[C@]3([C@H]([C@H]4[C@@]([C@H](C[C@@H]5[C@]4(CO5)OC(=O)C)O)(C(=O)[C@@H](C(=C2C)C3(C)C)OC(=O)C)C)OC(=O)C=6C=CC=CC6)O)O (cephalomannine). Procedure details: In a further embodiment of this invention, the material obtained from the acetone/water precipitation comprising at least 40% paclitaxel is further purified by conventional silica chromatography using a methylene chloride/ethylacetate elution solvent system similar to a system described in U.S. Pat. Nos. 5,618,538 and 5,480,639 to ElSohly et al. The distinctive features of the second silica chromatography step of the present invention pertain to the feed material and to the scale of operation. T... Yield: 1.0%. Reaction SMILES: CC(C)=O.O.[CH3:6][C:7]1[C@@H:24]([O:25][C:26]([C@H:28]([OH:45])[C@@H:29]([NH:36][C:37]([C:39]2[CH:40]=[CH:41][CH:42]=[CH:43][CH:44]=2)=[O:38])[C:30]2[CH:31]=[CH:32][CH:33]=[CH:34][CH:35]=2)=[O:27])[CH2:23][C@:19]2([OH:46])[C:20]([CH3:22])([CH3:21])[C:8]=1[C@@H:9]([O:64][C:65]([CH3:67])=[O:66])[C:10]([C@@:12]1([CH3:63])[C@H:17]([C@@H:18]2[O:47][C:48]([C:50]2[CH:51]=[CH:52][CH:53]=[CH:54][CH:55]=2)=[O:49])[C@:16]2([O:58][C:59]([CH3:61])=[O:60])[CH2:56][O:57][C@@H:15]2[CH2:14][C@@H:13]1[OH:62])=[O:11].C(Cl)Cl>>[CH3:6][C:7]1[C@@H:24]([O:25][C:26]([C@H:28]([OH:45])[C@@H:29]([NH:36][C:37]([C:39]2[CH:44]=[CH:43][CH:42]=[CH:41][CH:40]=2)=[O:38])[C:30]2[CH:31]=[CH:32][CH:33]=[CH:34][CH:35]=2)=[O:27])[CH2:23][C@:19]2([OH:46])[C:20]([CH3:21])([CH3:22])[C:8]=1[C@@H:9]([O:64][C:65]([CH3:67])=[O:66])[C:10]([C@@:12]1([CH3:63])[C@H:17]([C@@H:18]2[O:47][C:48]([C:50]2[CH:55]=[CH:54][CH:53]=[CH:52][CH:51]=2)=[O:49])[C@:16]2([O:58][C:59]([CH3:61])=[O:60])[CH2:56][O:57][C@@H:15]2[CH2:14][C@@H:13]1[OH:62])=[O:11].[CH3:43]/[CH:44]=[C:39](/[C:37]([NH:36][C@H:29]([C@@H:28]([OH:45])[C:26]([O:25][C@@H:24]1[C:7]([CH3:6])=[C:8]2[C:20]([CH3:21])([CH3:22])[C@:19]([OH:46])([C@@H:18]([O:47][C:48]([C:50]3[CH:51]=[CH:52][CH:53]=[CH:54][CH:55]=3)=[O:49])[C@@H:17]3[C@:16]4([O:58][C:59]([CH3:61])=[O:60])[CH2:56][O:57][C@@H:15]4[CH2:14][C@H:13]([OH:62])[C@@:12]3([CH3:63])[C:10]([C@@H:9]2[O:64][C:65]([CH3:67])=[O:66])=[O:11])[CH2:23]1)=[O:27])[C:30]1[CH:31]=[CH:32][CH:33]=[CH:34][CH:35]=1)=[O:38])\[CH3:40] |f:0.1|. The reactants are CC(=O)C.O (acetone water), C(Cl)Cl (methylene chloride), CC1=C2[C@H](C(=O)[C@@]3([C@H](C[C@@H]4[C@]([C@H]3[C@@H]([C@@](C2(C)C)(C[C@@H]1OC(=O)[C@@H]([C@H](C=5C=CC=CC5)NC(=O)C=6C=CC=CC6)O)O)OC(=O)C=7C=CC=CC7)(CO4)OC(=O)C)O)C)OC(=O)C (paclitaxel), stainless steel, CC(=O)C.O (acetone water), CC1=C2[C@H](C(=O)[C@@]3([C@H](C[C@@H]4[C@]([C@H]3[C@@H]([C@@](C2(C)C)(C[C@@H]1OC(=O)[C@@H]([C@H](C=5C=CC=CC5)NC(=O)C=6C=CC=CC6)O)O)OC(=O)C=7C=CC=CC7)(CO4)OC(=O)C)O)C)OC(=O)C (paclitaxel), solids. The reactants are CCCCCCCCCc1ccc(O)cc1, C[O-], CO, Cc1ccccc1, C[O-], [Mg+2], O, O=S(=O)(O)O. Yields the product CCCCCCCCCc1ccc(O)c(C=O)c1. Reaction SMILES: [CH2:6]([CH2:7][CH2:8][CH2:9][CH2:10][CH2:11][CH2:12][CH2:13][CH3:14])[c:15]1[cH:16][cH:17][c:18]([OH:21])[cH:19][cH:20]1.[CH3:1][O-:2].[CH3:27][OH:28].[CH3:29][c:30]1[cH:31][cH:32][cH:33][cH:34][cH:35]1.[CH3:4][O-:5].[Mg+2:3].[OH2:36].[S:22](=[O:23])(=[O:24])([OH:25])[OH:26]>>[CH:1](=[O:2])[c:19]1[c:18]([OH:21])[cH:17][cH:16][c:15]([CH2:6][CH2:7][CH2:8][CH2:9][CH2:10][CH2:11][CH2:12][CH2:13][CH3:14])[cH:20]1.